describe an organic reaction: reactants, conditions, products, and yield From a dataset of the Open Reaction Database (ORD), a public repository of structured organic reaction records. Starting materials: ClC1=NC=CC(=N1)C=1C=C(C=O)C=CC1 (3-(2-Chloro-pyrimidin-4-yl)-benzaldehyde), C(C1=CC=CC=C1)OC(=O)N1C[C@@H]([C@@H](CC1)N)C (4(R)-amino-3(S)-methyl-piperidine-1-carboxylic acid benzyl ester), 451. The product is C(C1=CC=CC=C1)OC(=O)N1C[C@@H]([C@@H](CC1)NCC1=CC(=CC=C1)C1=NC(=NC=C1)Cl)C (4(R)-[3-(2-Chloro-pyrimidin-4-yl)-benzylamino]-3(S)-methyl-piperidine-1-carboxylic acid benzyl ester). RXN SMILES: [Cl:1][C:2]1[N:7]=[C:6]([C:8]2[CH:9]=[C:10]([CH:13]=[CH:14][CH:15]=2)[CH:11]=O)[CH:5]=[CH:4][N:3]=1.[CH2:16]([O:23][C:24]([N:26]1[CH2:31][CH2:30][C@@H:29]([NH2:32])[C@@H:28]([CH3:33])[CH2:27]1)=[O:25])[C:17]1[CH:22]=[CH:21][CH:20]=[CH:19][CH:18]=1>>[CH2:16]([O:23][C:24]([N:26]1[CH2:31][CH2:30][C@@H:29]([NH:32][CH2:11][C:10]2[CH:13]=[CH:14][CH:15]=[C:8]([C:6]3[CH:5]=[CH:4][N:3]=[C:2]([Cl:1])[N:7]=3)[CH:9]=2)[C@@H:28]([CH3:33])[CH2:27]1)=[O:25])[C:17]1[CH:22]=[CH:21][CH:20]=[CH:19][CH:18]=1. Procedure details: Intermediate 1 was coupled with 4(R)-amino-3(S)-methyl-piperidine-1-carboxylic acid benzyl ester (prepared according to literature procedure (ref 1)) following procedure B. LC-MS showed the product had the expected M+H+ of 451. The reactants are FC(C1=CC(=NC=2N1N=CC2C(=O)O)C2=CC=C(C=C2)C(F)(F)F)(F)F (7-trifluoromethyl-5-(4-trifluoromethyl-phenyl)-pyrazolo[1,5-a]pyrimidine-3-carboxylic acid), NC=1C=C(C=CC1)S(=O)(=O)N(C)C (3-amino-N,N-dimethyl-benzenesulfonamide). The product is CN(S(=O)(=O)C=1C=C(C=CC1)NC(=O)C=1C=NN2C1N=C(C=C2C(F)(F)F)C2=CC=C(C=C2)C(F)(F)F)C (7-Trifluoromethyl-5-(4-trifluoromethyl-phenyl)-pyrazolo[1,5-a]pyrimidine-3-carboxylic acid(3-dimethylsulfamoyl-phenyl)-amide). RXN SMILES: [F:1][C:2]([F:26])([F:25])[C:3]1[N:8]2[N:9]=[CH:10][C:11]([C:12](O)=[O:13])=[C:7]2[N:6]=[C:5]([C:15]2[CH:20]=[CH:19][C:18]([C:21]([F:24])([F:23])[F:22])=[CH:17][CH:16]=2)[CH:4]=1.[NH2:27][C:28]1[CH:29]=[C:30]([S:34]([N:37]([CH3:39])[CH3:38])(=[O:36])=[O:35])[CH:31]=[CH:32][CH:33]=1>>[CH3:38][N:37]([CH3:39])[S:34]([C:30]1[CH:29]=[C:28]([NH:27][C:12]([C:11]2[CH:10]=[N:9][N:8]3[C:3]([C:2]([F:26])([F:25])[F:1])=[CH:4][C:5]([C:15]4[CH:20]=[CH:19][C:18]([C:21]([F:24])([F:22])[F:23])=[CH:17][CH:16]=4)=[N:6][C:7]=23)=[O:13])[CH:33]=[CH:32][CH:31]=1)(=[O:36])=[O:35]. Reported procedure: The title compound was prepared from 7-trifluoromethyl-5-(4-trifluoromethyl-phenyl)-pyrazolo[1,5-a]pyrimidine-3-carboxylic acid (example C.2) and 3-amino-N,N-dimethyl-benzenesulfonamide [CAS 6274-18-6; commercially available] according to general procedure II. Yellow solid. MS (ISP) 558.3 [(M+H)+]; mp 210° C. The reactants are solution, Cl.CCOC(=O)C (HCl EtOAc), FC=1C=CC(=NC1)C1=CC=NN1C1OCCCC1 (5-fluoro-2-[1-(tetrahydro-2H-pyran-2-yl)-1H-pyrazol-5-yl]pyridine), Example 9. The solvent is CO (methanol). Reaction conditions: time 16 hour. The product is Cl (hydrochloride), FC=1C=CC(=NC1)C1=NNC=C1 (5-Fluoro-2-(1H-pyrazol-3-yl)pyridine). RXN SMILES: [F:1][C:2]1[CH:3]=[CH:4][C:5]([C:8]2[N:12](C3CCCCO3)[N:11]=[CH:10][CH:9]=2)=[N:6][CH:7]=1.[ClH:19].CCOC(C)=O>CO>[ClH:19].[F:1][C:2]1[CH:3]=[CH:4][C:5]([C:8]2[CH:9]=[CH:10][NH:11][N:12]=2)=[N:6][CH:7]=1 |f:1.2|. Procedure: To a solution of 5-fluoro-2-[1-(tetrahydro-2H-pyran-2-yl)-1H-pyrazol-5-yl]pyridine obtained in Reference Example 9 (81.2 g, 0.33 mol) in methanol (250 mL), a 4M solution of HCl-EtOAc (0.25 L, 0.96 mol) was added, and the resulting mixture was stirred at room temperature for 16 hours. The solvent was distilled off under reduced pressure, then EtOAc (500 mL) was added to the residue, and the resulting mixture was heated to reflux for 1 hour. The reaction mixture was allowed to cool to room tempera... The yield is 35.5%. Solvent: CCOC(=O)C (EtOAc). Procedure: Oven-dried LiC1 (0.276 g, 6.511 mmol, 7.3 equiv) was vigorously stirred in THF (9.0 mL) until fully dissolved. Trans β-lactam 15 (0.420 g, 0.889 mmol, 1.0 equiv) was added and cooled to 0° C. A solution of MeMgBr (0.98 mL, 0.987 mmol, 1.1 equiv, 1M THF) was added dropwise and stirred at 0° C. for 2 h, at which time the ice-bath was removed and the reaction allowed to slowly warm to room temperature. After stirring for 48 h sat. NHCl(aq) was added to quench the reaction, which was further diluted... The product is C(C)(=O)[C@@H]1[C@@H](N(C1=O)C(C1=CC=CC=C1)(C1=CC=CC=C1)C1=CC=CC=C1)CC(=O)OC (Methyl 2-((2S,3S)-3-acetyl-4-oxo-1-tritylazetidin-2-yl)acetate). Starting materials: CON(C(=O)[C@H]1[C@@H](N(C1=O)C(C1=CC=CC=C1)(C1=CC=CC=C1)C1=CC=CC=C1)CC(=O)OC)C (Methyl 2-((2S,3S)-3-(methoxy(methyl)carbamoyl)-4-oxo-1-tritylazetidin-2-yl)acetate), C[Mg+].[Br-] (MeMgBr), ice. As a reaction SMILES: CON(C)[C:4]([C@@H:6]1[C:9](=[O:10])[N:8]([C:11]([C:24]2[CH:29]=[CH:28][CH:27]=[CH:26][CH:25]=2)([C:18]2[CH:23]=[CH:22][CH:21]=[CH:20][CH:19]=2)[C:12]2[CH:17]=[CH:16][CH:15]=[CH:14][CH:13]=2)[C@H:7]1[CH2:30][C:31]([O:33][CH3:34])=[O:32])=[O:5].[CH3:36][Mg+].[Br-]>CCOC(C)=O>[C:4]([C@H:6]1[C:9](=[O:10])[N:8]([C:11]([C:12]2[CH:17]=[CH:16][CH:15]=[CH:14][CH:13]=2)([C:18]2[CH:23]=[CH:22][CH:21]=[CH:20][CH:19]=2)[C:24]2[CH:29]=[CH:28][CH:27]=[CH:26][CH:25]=2)[C@H:7]1[CH2:30][C:31]([O:33][CH3:34])=[O:32])(=[O:5])[CH3:36] |f:1.2|. Reaction conditions: temperature 0 celsius. Starting materials: N (ammonia), C1=CC(C2=CC=CC3=NC=4N(C1=C32)COC4)=O (3H-oxazolo[3,4-a]perimidine-3-one), Cl.C(N)(OCC=1NC=2C=CC=C3C=CC=C(N1)C23)=O ((2-perimidyl)methyl carbamate hydrochloride). Solvent: C(OC)COC (dimethoxyethane). The product is Cl.N1C(=NC2=CC=CC3=CC=CC1=C23)CNC(O)=O ((2-Perimidyl)methylcarbamate hydrochloride). RXN SMILES: [CH:1]1[C:12]2=[C:13]3[C:4](=[CH:5][CH:6]=[CH:7][C:8]3=[N:9][C:10]3[N:11]2CO[CH:16]=3)[C:3](=O)[CH:2]=1.N.[ClH:19].[C:20](=[O:37])([O:22]CC1NC2C=CC=C3C=2C(N=1)=CC=C3)[NH2:21]>C(COC)OC>[ClH:19].[NH:11]1[C:12]2=[C:13]3[C:4](=[CH:3][CH:2]=[CH:1]2)[CH:5]=[CH:6][CH:7]=[C:8]3[N:9]=[C:10]1[CH2:16][NH:21][C:20](=[O:22])[OH:37] |f:2.3,5.6|. Procedure: A sample of 1H, 3H-oxazolo[3,4-a]perimidine-3-one is dissolved in dimethoxyethane and is treated with excess conc. ammonia. The separated solid, (2-perimidyl)methyl carbamate, is filtered, dissolved in ethanol and treated with hydrochloric acid to give the acid addition salt, (2-perimidyl)methyl carbamate hydrochloride, m.p. 240° (dec.). Starting materials: ClC=1C(=C(C(=C2C1C(=O)OC2=O)Cl)Cl)Cl (tetrachlorophthalic anhydride), C(C)N(C1=CC=CC=C1)CC (N,N-diethylaniline), [Cl-].[Al+3].[Cl-].[Cl-] (aluminum chloride), ClC1=CC=CC=C1 (chlorobenzene). Run in ice water. Run at temperature 75 celsius. The product is CC1=C(C(=O)C2=C(C(=O)O)C(=C(C(=C2Cl)Cl)Cl)Cl)C=CC(=C1)N(CC)CC (2-(2-methyl-4-(diethylamino)benzoyl)-3,4,5,6-tetrachlorobenzoic acid). As a reaction SMILES: [Cl:1][C:2]1[C:3]([Cl:15])=[C:4]([Cl:14])[C:5]([Cl:13])=[C:6]2[C:11](=[O:12])[O:10][C:8](=[O:9])[C:7]=12.[CH2:16]([N:18]([CH2:25][CH3:26])[C:19]1[CH:24]=[CH:23][CH:22]=[CH:21][CH:20]=1)[CH3:17].[Cl-].[Al+3].[Cl-].[Cl-].Cl[C:32]1C=CC=CC=1>>[CH3:32][C:23]1[CH:24]=[C:19]([N:18]([CH2:16][CH3:17])[CH2:25][CH3:26])[CH:20]=[CH:21][C:22]=1[C:11]([C:6]1[C:5]([Cl:13])=[C:4]([Cl:14])[C:3]([Cl:15])=[C:2]([Cl:1])[C:7]=1[C:8]([OH:10])=[O:9])=[O:12] |f:2.3.4.5|. Procedure: A mixture of tetrachlorophthalic anhydride (42.8 g.), N,N-diethylaniline (74 g.), aluminum chloride (60 g.) and chlorobenzene (180 ml.) was heated (to 75° C.) during one and one-half hours, then diluted with ice-water (500 ml.). The chlorobenzene layer was separated and steam distilled. Addition of sodium hydroxide solution (50%) to a solution of the residue in dilute sulfuric acid (50%, 250 ml.) afforded 2-(4-(diethylamino)benzoyl)-3,4,5,6-tetrachlorobenzoic acid (IV: Y2 =H, Y'4 =(CH3CH2)2N, Z4... Reactants: CCO, CC[O-], CS(=O)(=O)c1ccc(-c2cc(C#N)c(Cl)nc2-c2ccc(F)cc2)cc1, [Na+], O. The product is CCOc1nc(-c2ccc(F)cc2)c(-c2ccc(S(C)(=O)=O)cc2)cc1C#N. RXN SMILES: [CH2:32]([OH:33])[CH3:34].[CH3:28][CH2:29][O-:30].[Cl:1][c:2]1[n:3][c:4](-[c:20]2[cH:21][cH:22][c:23]([F:26])[cH:24][cH:25]2)[c:5](-[c:10]2[cH:11][cH:12][c:13]([S:16](=[O:17])(=[O:18])[CH3:19])[cH:14][cH:15]2)[cH:6][c:7]1[C:8]#[N:9].[Na+:27].[OH2:31]>>[c:2]1([O:30][CH2:29][CH3:28])[n:3][c:4](-[c:20]2[cH:21][cH:22][c:23]([F:26])[cH:24][cH:25]2)[c:5](-[c:10]2[cH:11][cH:12][c:13]([S:16](=[O:17])(=[O:18])[CH3:19])[cH:14][cH:15]2)[cH:6][c:7]1[C:8]#[N:9]. Starting materials: NC1=C(C=C2C(=N1)OC1=C(C2=O)C=C(C=C1)C(CO)C)C(=O)OCC (ethyl 2-amino-7-(2-hydroxy-1-methylethyl)-5-oxo-5H-[1]benzopyrano[2,3-b]pyridine-3-carboxylate), C(C)O (ethanol), [OH-].[Na+] (sodium hydroxide). Run in O (water). Run at temperature 50 celsius. The product is NC1=C(C=C2C(=N1)OC1=C(C2=O)C=C(C=C1)C(CO)C)C(=O)O (2-amino-7-(2-hydroxy-1-methylethyl)-5-oxo-5H-[1]benzopyrano-[2,3-b]pyridine-3-carboxylic acid). Yield: 87.6%. Reaction SMILES: [NH2:1][C:2]1[N:7]=[C:6]2[O:8][C:9]3[CH:16]=[CH:15][C:14]([CH:17]([CH3:20])[CH2:18][OH:19])=[CH:13][C:10]=3[C:11](=[O:12])[C:5]2=[CH:4][C:3]=1[C:21]([O:23]CC)=[O:22].C(O)C.[OH-].[Na+]>O>[NH2:1][C:2]1[N:7]=[C:6]2[O:8][C:9]3[CH:16]=[CH:15][C:14]([CH:17]([CH3:20])[CH2:18][OH:19])=[CH:13][C:10]=3[C:11](=[O:12])[C:5]2=[CH:4][C:3]=1[C:21]([OH:23])=[O:22] |f:2.3|. Reported procedure: A mixture of ethyl 2-amino-7-(2-hydroxy-1-methylethyl)-5-oxo-5H-[1]benzopyrano[2,3-b]pyridine-3-carboxylate (480 mg), ethanol (40 ml), water (5 ml) and 1N sodium hydroxide (5 ml) was heated at 50° C. for 80 minutes, which was then concentrated. The concentrate was dissolved in water, which was made acid with 10% hydrochloric acid. Resulting precipitates were collected by filtration, washed with water, and recrystallized from dimethylformamide-ethanol-water to yield colorless crystals (386 mg) of... Starting materials: CCOC(=O)C1CCCN1C(=O)Sc1cccc(O[Si](C)(C)C(C)(C)C)c1, C1CCOC1. Product: CCOC(=O)C1CCCN1C(=O)Sc1cccc(O)c1. Reaction SMILES: [CH2:1]([CH3:2])[O:3][C:4](=[O:5])[CH:6]1[N:7]([C:11](=[O:12])[S:13][c:14]2[cH:15][c:16]([O:20][Si:21]([C:22]([CH3:23])([CH3:24])[CH3:25])([CH3:26])[CH3:27])[cH:17][cH:18][cH:19]2)[CH2:8][CH2:9][CH2:10]1.[CH2:28]1[O:29][CH2:30][CH2:31][CH2:32]1>>[CH2:1]([CH3:2])[O:3][C:4](=[O:5])[CH:6]1[N:7]([C:11](=[O:12])[S:13][c:14]2[cH:15][c:16]([OH:20])[cH:17][cH:18][cH:19]2)[CH2:8][CH2:9][CH2:10]1.